describe an organic reaction: reactants, conditions, products, and yield From a dataset of the Open Reaction Database (ORD), a public repository of structured organic reaction records. The reactants are N(=NC(=O)OCC)C(=O)OCC (Diethyl azodicarboxylate), C1(=CC=CC=C1)P(C1=CC=CC=C1)C1=CC=CC=C1 (triphenyl phosphine), COC([C@H]1N(C[C@@H](C1)O)C(=O)OC(C)(C)C)=O (N-tert-butoxycarbonyl-trans-4-hydroxy-L-proline methyl ester). Run in O1CCCC1 (tetrahydrofuran), O1CCCC1 (tetrahydrofuran), C(=O)O (formic acid). Run at temperature 0 celsius, time 100 minute. Product: COC([C@H]1N(C[C@H](C1)OC=O)C(=O)OC(C)(C)C)=O (N-tert-Butoxycarbonyl-cis-4-Formyloxy-L-Proline Methyl Ester). Reaction SMILES: N(C(OCC)=O)=N[C:3](OCC)=[O:4].C1(P(C2C=CC=CC=2)C2C=CC=CC=2)C=CC=CC=1.[CH3:32][O:33][C:34](=[O:48])[C@@H:35]1[CH2:39][C@@H:38]([OH:40])[CH2:37][N:36]1[C:41]([O:43][C:44]([CH3:47])([CH3:46])[CH3:45])=[O:42]>O1CCCC1.C(O)=O>[CH3:32][O:33][C:34](=[O:48])[C@@H:35]1[CH2:39][C@H:38]([O:40][CH:3]=[O:4])[CH2:37][N:36]1[C:41]([O:43][C:44]([CH3:45])([CH3:47])[CH3:46])=[O:42]. Reported procedure: Diethyl azodicarboxylate (2.2 mL) was added to a cold (−15° C.) stirred solution of triphenyl phosphine (3.67 g) in tetrahydrofuran (40 mL). After stirring at 0° C. for 100 min, a solution of N-tert-butoxycarbonyl-trans-4-hydroxy-L-proline methyl ester (2.29 g) in tetrahydrofuran (20 mL) and formic acid (2.20 mL) were added. The mixture was stirred at room temperature for 14 hr, the solvent was removed and coevaporated several times with toluene in vacuo. The residue was diluted with toluene and... The reactants are ClCC1=CC=C(C=C1)NC(=O)C1=CC2=CC(=CC=C2CC1)C1=CC=C(C=C1)C (N-[4-(chloromethyl)-phenyl]-7-(4-methylphenyl)-3,4-dihydronaphthalene-2-carboxamide), C(C1=CC=CC=C1)C1CCNCC1 (4-benzylpiperidine), O (water). Run in C1CCOC1 (THF). Yields the product C(C1=CC=CC=C1)C1CCN(CC1)CC1=CC=C(C=C1)NC(=O)C1=CC2=CC(=CC=C2CC1)C1=CC=C(C=C1)C (N-[4-(4-benzyl-piperidinomethyl)-phenyl]-7-(4-methylphenyl)-3,4-dihydronaphthalene-2-carboxamide). Reaction SMILES: Cl[CH2:2][C:3]1[CH:8]=[CH:7][C:6]([NH:9][C:10]([C:12]2[CH2:21][CH2:20][C:19]3[C:14](=[CH:15][C:16]([C:22]4[CH:27]=[CH:26][C:25]([CH3:28])=[CH:24][CH:23]=4)=[CH:17][CH:18]=3)[CH:13]=2)=[O:11])=[CH:5][CH:4]=1.[CH2:29]([CH:36]1[CH2:41][CH2:40][NH:39][CH2:38][CH2:37]1)[C:30]1[CH:35]=[CH:34][CH:33]=[CH:32][CH:31]=1.O>C1COCC1>[CH2:29]([CH:36]1[CH2:41][CH2:40][N:39]([CH2:2][C:3]2[CH:8]=[CH:7][C:6]([NH:9][C:10]([C:12]3[CH2:21][CH2:20][C:19]4[C:14](=[CH:15][C:16]([C:22]5[CH:27]=[CH:26][C:25]([CH3:28])=[CH:24][CH:23]=5)=[CH:17][CH:18]=4)[CH:13]=3)=[O:11])=[CH:5][CH:4]=2)[CH2:38][CH2:37]1)[C:30]1[CH:35]=[CH:34][CH:33]=[CH:32][CH:31]=1. Reported procedure: In THF (15ml) was dissolved N-[4-(chloromethyl)-phenyl]-7-(4-methylphenyl)-3,4-dihydronaphthalene-2-carboxamide (300mg), and to the mixture was added 4-benzylpiperidine (408 μl). The mixture was refluxed for 19 hours. The reaction mixture was cooled to room temperature, and to the mixture was added water (100ml). The mixture was extracted with ethyl acetate. The organic layer was washed with saturated sodium chloride solution, dried with anhydrous sodium sulfate, and concentrated under reduced p... The reactants are CN1C(N(C(C=C1C(F)(F)F)=O)C=1C=CC2=C(C(=NS2)C=O)C1)=O (5-[3,6-dihydro-3-methyl-2,6-dioxo-4-(trifluoromethyl)-1(2H)-pyrimidinyl]-1,2-benzisothiazole-3-carboxaldehyde), resultant mixture, C1(=CC=CC=C1)P(C1=CC=CC=C1)C1=CC=CC=C1 (Triphenylphosphine), C(Br)(Br)(Br)Br (carbon tetrabromide), resultant mixture. The solvent is C(Cl)Cl (methylene chloride), C(Cl)Cl (methylene chloride). Yields the product BrC(=CC1=NSC2=C1C=C(C=C2)N2C(N(C(=CC2=O)C(F)(F)F)C)=O)Br (3-[3-(2,2-Dibromovinyl)-1,2-benzisothiazol-5-yl]-1-methyl-6-(trifluoromethyl)-2,4(1H,3H)-pyrimidinedione). Yield: 83.4%. As a reaction SMILES: C1(P(C2C=CC=CC=2)C2C=CC=CC=2)C=CC=CC=1.[C:20]([Br:24])(Br)(Br)[Br:21].[CH3:25][N:26]1[C:31]([C:32]([F:35])([F:34])[F:33])=[CH:30][C:29](=[O:36])[N:28]([C:37]2[CH:38]=[CH:39][C:40]3[S:44][N:43]=[C:42]([CH:45]=O)[C:41]=3[CH:47]=2)[C:27]1=[O:48]>C(Cl)Cl>[Br:21][C:20]([Br:24])=[CH:45][C:42]1[C:41]2[CH:47]=[C:37]([N:28]3[C:29](=[O:36])[CH:30]=[C:31]([C:32]([F:35])([F:34])[F:33])[N:26]([CH3:25])[C:27]3=[O:48])[CH:38]=[CH:39][C:40]=2[S:44][N:43]=1. Procedure details: Triphenylphosphine (0.354 g, 0.00138 mol) is added to a solution of carbon tetrabromide (0.223 g, 0.000676 mol) in methylene chloride. The resultant mixture is stirred at room temperature for 10 minutes and treated dropwise with a solution of 5-[3,6-dihydro-3-methyl-2,6-dioxo-4-(trifluoromethyl)-1(2H)-pyrimidinyl]-1,2-benzisothiazole-3-carboxaldehyde (0.200 g, 0.000563 mol) in methylene chloride. The resultant mixture is stirred 20 minutes and concentrated in vacuo. The resultant residue is puri... Reactants: O=C1OC(=O)C2CCC1N2Cc1ccccc1, ClCCl, NCc1ccccc1. Product: O=C(O)C1CCC(C(=O)NCc2ccccc2)N1Cc1ccccc1. RXN SMILES: [CH2:9]([c:10]1[cH:11][cH:12][cH:13][cH:14][cH:15]1)[N:16]1[CH:17]2[C:18](=[O:25])[O:19][C:20](=[O:24])[CH:21]1[CH2:22][CH2:23]2.[Cl:26][CH2:27][Cl:28].[NH2:1][CH2:2][c:3]1[cH:4][cH:5][cH:6][cH:7][cH:8]1>>[NH:1]([CH2:2][c:3]1[cH:4][cH:5][cH:6][cH:7][cH:8]1)[C:18]([CH:17]1[N:16]([CH2:9][c:10]2[cH:11][cH:12][cH:13][cH:14][cH:15]2)[CH:21]([C:20]([OH:19])=[O:24])[CH2:22][CH2:23]1)=[O:25]. Starting materials: ClC(=O)OC1=CC=C(C=C1)[N+](=O)[O-] (4-nitrophenyl chloroformate), NC1=CC(=NC=C1)Cl (4-amino-2-chloropyridine), FC(CN)(F)F (2,2,2-trifluoroethylamine), CCN(C(C)C)C(C)C (DIPEA). Solvent: C1CCOC1 (THF). Reaction conditions: temperature 60 celsius, time 2 hour. The product is ClC1=NC=CC(=C1)NC(=O)NCC(F)(F)F (1-(2-Chloro-pyridin-4-yl)-3-(2,2,2-trifluoro-ethyl)-urea). Yield: 46.8%. RXN SMILES: Cl[C:2](OC1C=CC([N+]([O-])=O)=CC=1)=[O:3].[NH2:14][C:15]1[CH:20]=[CH:19][N:18]=[C:17]([Cl:21])[CH:16]=1.[F:22][C:23]([F:27])([F:26])[CH2:24][NH2:25].CCN(C(C)C)C(C)C>C1COCC1>[Cl:21][C:17]1[CH:16]=[C:15]([NH:14][C:2]([NH:25][CH2:24][C:23]([F:27])([F:26])[F:22])=[O:3])[CH:20]=[CH:19][N:18]=1. Procedure: To 4-nitrophenyl chloroformate (2.91 g, 14.5 mmol) in THF (35 mL) was added 4-amino-2-chloropyridine (2.08 g, 16.2 mmol) and the reaction stirred at 60° C. for 2 hours. After cooling to room temperature 2,2,2-trifluoroethylamine (1.26 mL, 15.9 mmol) and DIPEA (7.5 mL, 43.4 mmol) were added and the reaction stirred at room temperature for 18 hours. The reaction was concentrated in vacuo and the residue partitioned between 1M NaOH (40 mL) and EtOAc (2×50 mL). The combined organic phases were washe... Starting materials: c1c(cc2c(c1)C(=C([C@H](O2)c1ccc(cc1)OCc1ccccc1)c1ccc(cc1)OC)C)OC. Reagents/catalysts: c1ccc(cc1)-c2c3ccccc3cc4ccccc24 (9-Phenylanthracene), 5% Pd/C. Solvent: C(C(F)(F)F)O (2,2,2-Trifluoroethanol). Conditions: temperature 80 celsius, time 18 hour. Product: COc1ccc(cc1)C2=C(C)c3ccc(OC)cc3OC2c4ccc(O)cc4. RXN SMILES: [CH3:1][O:2][c:3]1[cH:8][cH:7][c:6]([C:9]([CH:21]([c:22]2[cH:28][cH:27][c:25]([O:26]Cc3ccccc3)[cH:24][cH:23]2)[O:20][c:19]([c:12]45)[cH:18][c:15]([O:16][CH3:17])[cH:14][cH:13]4)=[C:10]5[CH3:11])[cH:5][cH:4]1>>[CH3:1][O:2][c:3]1[cH:8][cH:7][c:6]([C:9]([CH:21]([c:22]2[cH:28][cH:27][c:25]([OH:26])[cH:24][cH:23]2)[O:20][c:19]([c:12]34)[cH:18][c:15]([O:16][CH3:17])[cH:14][cH:13]3)=[C:10]4[CH3:11])[cH:5][cH:4]1. The yield is 66.0%. The reactants are solution, C(CC(C)C)[Mg]Br (isopentyl magnesium bromide), ice water, C(C(C)C)[C@@H]1NC(O[C@H]1CCC=O)=O (4(S)-Isobutyl-5(S)-(2-formylethyl)-2-oxazolidinone), Cl (HCl). The solvent is C1CCOC1 (THF), CC(=O)C (acetone), C1CCOC1 (THF). RXN SMILES: [CH2:1]([C@H:5]1[C@H:9]([CH2:10][CH2:11][CH:12]=[O:13])[O:8][C:7](=[O:14])[NH:6]1)[CH:2]([CH3:4])[CH3:3].[CH2:15]([Mg]Br)[CH2:16][CH:17]([CH3:19])[CH3:18].Cl>C1COCC1.CC(C)=O>[CH2:1]([C@H:5]1[C@H:9]([CH2:10][CH2:11][C:12](=[O:13])[CH2:15][CH2:16][CH:17]([CH3:19])[CH3:18])[O:8][C:7](=[O:14])[NH:6]1)[CH:2]([CH3:4])[CH3:3]. Procedure details: A 2 g (0.01 mole) portion of the compound from Example 26 was dissolved in THF (50 mL) and treated at 0°-5° C. with 37.5 mL of an 0.8 M solution of isopentyl magnesium bromide in THF. The reaction was stirred for 2 hours at room temperature and then poured into ice water which contained 6.5 mL of 6 N HCl. The mixture was extracted with methylene chloride. Evaporation of the dried methylene chloride solution gave a quantitative yield of the Grignard adduct. This material was dissolved in 300 mL o... The product is C(C(C)C)[C@@H]1NC(O[C@H]1CCC(CCC(C)C)=O)=O (4(S)-Isobutyl-5(S)-(6-methyl-3-oxoheptyl)-2-oxazolidinone). Conditions: time 2 hour. Reactants: CCC(=O)O, CS(=O)(=O)Cl, Nc1ccc2[nH]c(=O)c3[nH]ccc3c2c1. Product: CCC(=O)O, CS(=O)(=O)Nc1ccc2[nH]c(=O)c3[nH]ccc3c2c1. As a reaction SMILES: [CH2:1]([CH3:2])[C:3](=[O:4])[OH:5].[CH3:21][S:22]([Cl:23])(=[O:24])=[O:25].[NH2:6][c:7]1[cH:8][c:9]2[c:10]3[c:11]([c:12](=[O:17])[nH:13][c:14]2[cH:15][cH:16]1)[nH:18][cH:19][cH:20]3>>[CH2:1]([CH3:2])[C:3](=[O:4])[OH:5].[NH:6]([c:7]1[cH:8][c:9]2[c:10]3[c:11]([c:12](=[O:17])[nH:13][c:14]2[cH:15][cH:16]1)[nH:18][cH:19][cH:20]3)[S:22]([CH3:21])(=[O:24])=[O:25]. The reactants are CCOC(=O)Cc1csc(NC(=O)c2ccc3c(c2)N(S(=O)(=O)c2cc(C)cc(C)c2)CC3)n1, CCO, [K+], [OH-], O. The product is Cc1cc(C)cc(S(=O)(=O)N2CCc3ccc(C(=O)Nc4nc(CC(=O)O)cs4)cc32)c1. RXN SMILES: [CH2:1]([CH3:2])[O:3][C:4]([CH2:5][c:6]1[n:7][c:8]([NH:11][C:12](=[O:13])[c:14]2[cH:15][cH:16][c:17]3[c:21]([cH:22]2)[N:20]([S:23](=[O:24])(=[O:25])[c:26]2[cH:27][c:28]([CH3:33])[cH:29][c:30]([CH3:32])[cH:31]2)[CH2:19][CH2:18]3)[s:9][cH:10]1)=[O:34].[CH3:38][CH2:39][OH:40].[K+:36].[OH-:35].[OH2:37]>>[O:3]=[C:4]([CH2:5][c:6]1[n:7][c:8]([NH:11][C:12](=[O:13])[c:14]2[cH:15][cH:16][c:17]3[c:21]([cH:22]2)[N:20]([S:23](=[O:24])(=[O:25])[c:26]2[cH:27][c:28]([CH3:33])[cH:29][c:30]([CH3:32])[cH:31]2)[CH2:19][CH2:18]3)[s:9][cH:10]1)[OH:34].